This data is from the Open Reaction Database (ORD), a public repository of structured organic reaction records. The task is: describe an organic reaction: reactants, conditions, products, and yield The reactants are BrC=1C=C(C=CC1)[C@H]([C@@H](C=1C=NC=CC1)O)NC(OC(C)(C)C)=O ((±)-tert-butyl (1R,2R)-1-(3-bromophenyl)-2-hydroxy-2-(pyridin-3-yl)ethylcarbamate), CCN(C(C)C)C(C)C (Hunig's Base), C(=O)(N1C=NC=C1)N1C=NC=C1 (carbonyldiimidazole). Solvent: Cl.O1CCOCC1 (HCl Dioxane). Conditions: time 8 hour. The product is BrC=1C=C(C=CC1)[C@@H]1NC(O[C@H]1C=1C=NC=CC1)=O (trans-4-(3-bromophenyl)-5-(pyridin-3-yl)oxazolidin-2-one). The yield is 29.8%. As a reaction SMILES: [Br:1][C:2]1[CH:3]=[C:4]([C@@H:8]([NH:17][C:18](=[O:24])[O:19]C(C)(C)C)[C@H:9](O)[C:10]2[CH:11]=[N:12][CH:13]=[CH:14][CH:15]=2)[CH:5]=[CH:6][CH:7]=1.CCN(C(C)C)C(C)C.C(N1C=CN=C1)(N1C=CN=C1)=O>Cl.O1CCOCC1>[Br:1][C:2]1[CH:3]=[C:4]([C@H:8]2[C@H:9]([C:10]3[CH:11]=[N:12][CH:13]=[CH:14][CH:15]=3)[O:24][C:18](=[O:19])[NH:17]2)[CH:5]=[CH:6][CH:7]=1 |f:3.4|. Reported procedure: To a mixture of (±)-tert-butyl (1R,2R)-1-(3-bromophenyl)-2-hydroxy-2-(pyridin-3-yl)ethylcarbamate (1.1 g, 2.80 mmol), was added 50 mL 4N HCl/Dioxane. The reaction mixture was allowed to stir at ambient temperature overnight and which time the white slurry was concentrated in vacuo and placed on high vac for 18 h. The resulting colorless solid was dissolved in tetrahydrofuran (25 mL) and Hunig's Base (0.586 mL, 3.36 mmol). To this solution was added carbonyldiimidazole (0.544 g, 3.36 mmol) and af... Starting materials: C(C1=CC=CC=C1)[C@H](C(=O)O)CC[C@@H](C(=O)N[C@@H]1C(N(CCCC1)C1=C(C=CC=C1)OC)=O)CC1=CC=CC=C1 ((2R,5R)-2,5-Dibenzyl-6-((S)-1-(2-methoxyphenyl)-2-oxoazepan-3-ylamino)-6-oxohexanoic acid), N[C@@H]1C(N2[C@@H](SCC1)CC[C@H](C2)C(F)(F)F)=O ((4S,8R,10aS)-4-Amino-8-(trifluoromethyl)hexahydro-2H-pyrido[2,1-b][1,3]thiazepin-5(7H)-one). The product is C(C1=CC=CC=C1)[C@H](C(=O)N[C@@H]1C(N(CCCC1)C1=C(C=CC=C1)OC)=O)CC[C@@H](C(=O)N[C@@H]1C(N2[C@@H](SCC1)CC[C@H](C2)C(F)(F)F)=O)CC2=CC=CC=C2 ((2R,5R)-2,5-Dibenzyl-N1-((S)-1-(2-methoxyphenyl)-2-oxoazepan-3-yl)-N6-((4S,8R,10aS)-5-oxo-8-(trifluoromethyl)octahydro-2H-pyrido[2,1-b][1,3]thiazepin-4-yl)hexanediamide), solid. Yield: 43.0%. Reaction SMILES: [CH2:1]([C@@H:8]([CH2:12][CH2:13][C@H:14]([CH2:34][C:35]1[CH:40]=[CH:39][CH:38]=[CH:37][CH:36]=1)[C:15]([NH:17][C@H:18]1[CH2:24][CH2:23][CH2:22][CH2:21][N:20]([C:25]2[CH:30]=[CH:29][CH:28]=[CH:27][C:26]=2[O:31][CH3:32])[C:19]1=[O:33])=[O:16])[C:9](O)=[O:10])[C:2]1[CH:7]=[CH:6][CH:5]=[CH:4][CH:3]=1.[NH2:41][C@H:42]1[CH2:48][CH2:47][S:46][C@H:45]2[CH2:49][CH2:50][C@@H:51]([C:53]([F:56])([F:55])[F:54])[CH2:52][N:44]2[C:43]1=[O:57]>>[CH2:34]([C@@H:14]([CH2:13][CH2:12][C@H:8]([CH2:1][C:2]1[CH:3]=[CH:4][CH:5]=[CH:6][CH:7]=1)[C:9]([NH:41][C@H:42]1[CH2:48][CH2:47][S:46][C@H:45]2[CH2:49][CH2:50][C@@H:51]([C:53]([F:54])([F:56])[F:55])[CH2:52][N:44]2[C:43]1=[O:57])=[O:10])[C:15]([NH:17][C@H:18]1[CH2:24][CH2:23][CH2:22][CH2:21][N:20]([C:25]2[CH:30]=[CH:29][CH:28]=[CH:27][C:26]=2[O:31][CH3:32])[C:19]1=[O:33])=[O:16])[C:35]1[CH:40]=[CH:39][CH:38]=[CH:37][CH:36]=1. Procedure: (2R,5R)-2,5-Dibenzyl-N1-((S)-1-(2-methoxyphenyl)-2-oxoazepan-3-yl)-N6-((4S,8R,10aS)-5-oxo-8-(trifluoromethyl)octahydro-2H-pyrido[2,1-b][1,3]thiazepin-4-yl)hexanediamide was synthesized as described in General Procedure H using Intermediate 70 (12 mg, 0.022 mmol) and Intermediate 61 (5.0 mg, 0.019 mmol) to give a white solid (6.5 mg, 43% yield). Anal. Calcd. for C43H51F3N4O5S m/z 792.7. found: 793.6 (M+H)+; 1H NMR (400 MHz, CDCl3) δ ppm 7.44-7.04 (m, 11H), 6.96 (dd, J=17.4, 10.3 Hz, 3H), 5.34-5.1...